Task: describe an organic reaction: reactants, conditions, products, and yield. Dataset: the Open Reaction Database (ORD), a public repository of structured organic reaction records Starting materials: BrC1=CC(=C(C=O)C=C1)C (4-bromo-2-methylbenzaldehyde), C[Mg]Br (methylmagnesium bromide), O (Water). Solvent: O1CCCC1 (tetrahydrofuran). Reaction conditions: temperature 25 celsius, time 3 hour. Yields the product BrC1=CC(=C(C=C1)C(C)O)C (1-(4-bromo-2-methylphenyl)ethanol). Isolated yield 56.0%. Reaction SMILES: [Br:1][C:2]1[CH:9]=[CH:8][C:5]([CH:6]=[O:7])=[C:4]([CH3:10])[CH:3]=1.[CH3:11][Mg]Br.O>O1CCCC1>[Br:1][C:2]1[CH:9]=[CH:8][C:5]([CH:6]([OH:7])[CH3:11])=[C:4]([CH3:10])[CH:3]=1. Procedure details: To a solution of 4-bromo-2-methylbenzaldehyde (1 g, 5 mmol) in tetrahydrofuran (30 mL) was added methylmagnesium bromide (3N in tetrahydrofuran, 2 mL) at −40° C. Then the mixture was stirred at 25° C. for 3 hours. Water (15 mL) was added to the mixture and then extracted with ethyl acetate (35 mL×3). The combined organic phase was dried by sodium sulfate, and then filtered. The filtrate was concentrated in vacuo and purified by column chromatography (silica gel, petroleum ether/ethyl acetate=5:1... The reactants are CN1CC2(OCCO2)c2c(c3ccccc3n2C)S1(=O)=O, CO, Cl. The product is CN1CC(=O)c2c(c3ccccc3n2C)S1(=O)=O. As a reaction SMILES: [CH2:1]1[O:2][C:4]2([O:3][CH2:21]1)[CH2:5][N:6]([CH3:20])[S:7](=[O:18])(=[O:19])[c:8]1[c:9]2[n:10]([CH3:17])[c:11]2[cH:12][cH:13][cH:14][cH:15][c:16]12.[CH3:23][OH:24].[ClH:22]>>[O:3]=[C:4]1[CH2:5][N:6]([CH3:20])[S:7](=[O:18])(=[O:19])[c:8]2[c:9]1[n:10]([CH3:17])[c:11]1[cH:12][cH:13][cH:14][cH:15][c:16]21. The reactants are C1(=CC=CC2=CC=CC=C12)OC(C)Br ((α-naphtoxyethyl) bromide), C1(=CC=CC=C1)N(C(CC)=O)C1CCNCC1 (4(N-phenyl N-propionylamino) piperidine). Run in C1CCCCC1 (cyclohexane). Product: C1(=CC=CC2=CC=CC=C12)OC(C)N1CCC(CC1)N(C(CC)=O)C1=CC=CC=C1 (N(α-naphtoxyethyl) 4-(N'-phenyl-N'-propionylamino) piperidine). As a reaction SMILES: [C:1]1([O:11][CH:12](Br)[CH3:13])[C:10]2[C:5](=[CH:6][CH:7]=[CH:8][CH:9]=2)[CH:4]=[CH:3][CH:2]=1.[C:15]1([N:21]([CH:26]2[CH2:31][CH2:30][NH:29][CH2:28][CH2:27]2)[C:22](=[O:25])[CH2:23][CH3:24])[CH:20]=[CH:19][CH:18]=[CH:17][CH:16]=1>C1CCCCC1>[C:1]1([O:11][CH:12]([N:29]2[CH2:28][CH2:27][CH:26]([N:21]([C:15]3[CH:16]=[CH:17][CH:18]=[CH:19][CH:20]=3)[C:22](=[O:25])[CH2:23][CH3:24])[CH2:31][CH2:30]2)[CH3:13])[C:10]2[C:5](=[CH:6][CH:7]=[CH:8][CH:9]=2)[CH:4]=[CH:3][CH:2]=1. Procedure: Using the procedure of Example I step B and starting from (α-naphtoxyethyl) bromide and 4(N-phenyl N-propionylamino) piperidine, N(α-naphtoxyethyl) 4-(N'-phenyl-N'-propionylamino) piperidine is obtained melting at 110°-112° (cyclohexane). Starting materials: Cn1c(Nc2cc(CNC(=O)OC(C)(C)C)ccc2Cl)nc2cc(Cl)c(N3CCC(C(F)(F)F)CC3)cc21, ClCCl, O=C(O)C(F)(F)F. Yields the product Cn1c(Nc2cc(CN)ccc2Cl)nc2cc(Cl)c(N3CCC(C(F)(F)F)CC3)cc21. As a reaction SMILES: [Cl:1][c:2]1[c:3]([NH:17][c:18]2[n:19][c:20]3[c:21]([n:22]2[CH3:23])[cH:24][c:25]([N:29]2[CH2:30][CH2:31][CH:32]([C:35]([F:36])([F:37])[F:38])[CH2:33][CH2:34]2)[c:26]([Cl:28])[cH:27]3)[cH:4][c:5]([CH2:6][NH:7][C:8](=[O:9])[O:10][C:11]([CH3:12])([CH3:13])[CH3:14])[cH:15][cH:16]1.[Cl:46][CH2:47][Cl:48].[F:39][C:40]([F:41])([F:42])[C:43]([OH:44])=[O:45]>>[Cl:1][c:2]1[c:3]([NH:17][c:18]2[n:19][c:20]3[c:21]([n:22]2[CH3:23])[cH:24][c:25]([N:29]2[CH2:30][CH2:31][CH:32]([C:35]([F:36])([F:37])[F:38])[CH2:33][CH2:34]2)[c:26]([Cl:28])[cH:27]3)[cH:4][c:5]([CH2:6][NH2:7])[cH:15][cH:16]1. Reactants: c1(ccccc1)CN, [N+](C)(C)(C)C.[BH3-], C1CN(C[C@@H](C1=O)O)S(=O)(=O)C. The product is CS(=O)(=O)N1CC[C@@H](N)[C@@H](O)C1. RXN SMILES: [CH3:1][S:2]([N:5]1[CH2:11][C@H:9]([OH:10])[C:8](=O)[CH2:7][CH2:6]1)(=[O:4])=[O:3].[NH2:12]Cc1ccccc1.[BH4-].C[N+](C)(C)C>>[CH3:1][S:2]([N:5]1[CH2:11][C@H:9]([OH:10])[C@H:8]([NH2:12])[CH2:7][CH2:6]1)(=[O:4])=[O:3]. Reagents/catalysts: c1ccc(cc1)-c2c3ccccc3cc4ccccc24 (9-Phenylanthracene). Run at temperature 25 celsius, time 18 hour. Starting materials: BrC=1C=C(C2=CC=CC=C2C1O)NS(=O)(=O)C=1SC=CC1 (N-(3-bromo-4-hydroxynaphthalen-1-yl)thiophene-2-sulfonamide), II (I2). Product: IC=1C=C(C2=CC=CC=C2C1O)NS(=O)(=O)C=1SC=CC1 (N-(3-iodo-4-hydroxynaphthalen-1-yl)thiophene-2-sulfonamide). Isolated yield 100.0%. Reaction SMILES: Br[C:2]1[CH:3]=[C:4]([NH:13][S:14]([C:17]2[S:18][CH:19]=[CH:20][CH:21]=2)(=[O:16])=[O:15])[C:5]2[C:10]([C:11]=1[OH:12])=[CH:9][CH:8]=[CH:7][CH:6]=2.[I:22]I>>[I:22][C:2]1[CH:3]=[C:4]([NH:13][S:14]([C:17]2[S:18][CH:19]=[CH:20][CH:21]=2)(=[O:16])=[O:15])[C:5]2[C:10]([C:11]=1[OH:12])=[CH:9][CH:8]=[CH:7][CH:6]=2. Procedure details: was prepared according to the procedure for 4b except using I2 solid. The reaction afforded title compound 129.4 mg (100%) as a brown solid, m.p.: 134-136° C.